Dataset: the Open Reaction Database (ORD), a public repository of structured organic reaction records. Task: describe an organic reaction: reactants, conditions, products, and yield Starting materials: C(=O)([O-])[O-].[Ca+2] (CaCO3), C[Si](C)(C)F (trimethylsilyl fluoride), C(=O)O.O (water format), C[Si](C)(C)F (trimethylsilyl fluoride), N1=CC=CC=C1 (pyridine). Run in ice water. The product is fluorides, C[Si](O[Si](C)(C)C)(C)C (hexamethyldisiloxane). As a reaction SMILES: N1C=CC=CC=1.C([O-])([O-])=O.[Ca+2].[CH3:12][Si:13](F)([CH3:15])[CH3:14].C(O)=O.[OH2:20]>>[CH3:12][Si:13]([CH3:15])([CH3:14])[O:20][Si:13]([CH3:15])([CH3:14])[CH3:12] |f:1.2,4.5|. Procedure details: Working up of the HF/pyridine reaction solution takes place suitably with a suspension of excess finely powdered CaCO3 in ice water with vigorous stirring and filtration of the resultant calcium fluoride. Further, excess hexamethyldisiloxane can be added to the crude reaction mixture with vigorous stirring, so that the phases are at least somewhat mixed, and the volatile trimethylsilyl fluoride (boiling point 17° C.) and water format temperatures between -20° C. and 24° C. The trimethylsilyl flu...